From a dataset of the Open Reaction Database (ORD), a public repository of structured organic reaction records. describe an organic reaction: reactants, conditions, products, and yield The reactants are BrC1=NC=C(C=C1C)[N+](=O)[O-] (2-bromo-3-methyl-5-nitropyridine), C([O-])([O-])=O.[Cs+].[Cs+] (cesium carbonate), C(C)(C)(C)OC(=O)N1CCC(=CC1)B1OC(C)(C)C(C)(C)O1 (N-tert-butyloxycarbonyl-1,2,3,6-tetrahydropyridine-4-boronic acid pinacol ester). Run in O1CCOCC1 (1,4-dioxane), O (water), O (water). Conditions: temperature 110 celsius, time 2.5 hour. The product is C(C)(C)(C)OC(=O)N1CCC(=CC1)C1=NC=C(C=C1C)[N+](=O)[O-] (4-(3-methyl-5-nitropyridin-2-yl)-1,2,3,6-tetrahydropyridine-1-carboxylic acid tert-butyl ester). The yield is 90.0%. RXN SMILES: Br[C:2]1[C:7]([CH3:8])=[CH:6][C:5]([N+:9]([O-:11])=[O:10])=[CH:4][N:3]=1.C(=O)([O-])[O-].[Cs+].[Cs+].[C:18]([O:22][C:23]([N:25]1[CH2:30][CH:29]=[C:28](B2OC(C)(C)C(C)(C)O2)[CH2:27][CH2:26]1)=[O:24])([CH3:21])([CH3:20])[CH3:19]>O1CCOCC1.O>[C:18]([O:22][C:23]([N:25]1[CH2:26][CH:27]=[C:28]([C:2]2[C:7]([CH3:8])=[CH:6][C:5]([N+:9]([O-:11])=[O:10])=[CH:4][N:3]=2)[CH2:29][CH2:30]1)=[O:24])([CH3:21])([CH3:19])[CH3:20] |f:1.2.3|. Procedure: A mixture of 2-bromo-3-methyl-5-nitropyridine (10.0 g), cesium carbonate (42 g), [1,1′-bis(diphenylphosphino)ferrocene]palladium(II)dichloridedichloromethane complex (1.88 g), and N-tert-butyloxycarbonyl-1,2,3,6-tetrahydropyridine-4-boronic acid pinacol ester (15 g) in 1,4-dioxane (150 ml) and water (50 ml) was stirred at 110° C. for 2.5 hours. To the reaction solution was added water, extracted with chloroform, the organic layer was washed with water, dried over anhydrous sodium sulfate, and th...